This data is from the Open Reaction Database (ORD), a public repository of structured organic reaction records. The task is: describe an organic reaction: reactants, conditions, products, and yield The reactants are CN(C)c1ccc(CCN2CCC(OC(=O)c3ccc([N+](=O)[O-])cc3)C2)cc1, CO, C1CCOC1, O. Yields the product CN(C)c1ccc(CCN2CCC(O)C2)cc1. As a reaction SMILES: [CH3:1][N:2]([c:3]1[cH:4][cH:5][c:6]([CH2:7][CH2:8][N:9]2[CH2:10][CH:11]([O:14][C:15](=[O:16])[c:17]3[cH:18][cH:19][c:20]([N+:21]([O-:22])=[O:23])[cH:24][cH:25]3)[CH2:12][CH2:13]2)[cH:26][cH:27]1)[CH3:28].[CH3:35][OH:36].[O:29]1[CH2:30][CH2:31][CH2:32][CH2:33]1.[OH2:34]>>[CH3:1][N:2]([c:3]1[cH:4][cH:5][c:6]([CH2:7][CH2:8][N:9]2[CH2:10][CH:11]([OH:14])[CH2:12][CH2:13]2)[cH:26][cH:27]1)[CH3:28]. Reactants: O=C(CC12CC3CC(CC(C3)C1)C2)Nc1cccc2c1CCOC2=O, NCc1ccc(F)cc1F. Product: O=C(CC12CC3CC(CC(C3)C1)C2)Nc1cccc2c1CCN(Cc1ccc(F)cc1F)C2=O. Reaction SMILES: [C:1]12([CH2:11][C:12](=[O:13])[NH:14][c:15]3[c:16]4[c:21]([cH:22][cH:23][cH:24]3)[C:20](=[O:25])[O:19][CH2:18][CH2:17]4)[CH2:2][CH:3]3[CH2:4][CH:5]([CH2:6][CH:7]([CH2:8]1)[CH2:9]3)[CH2:10]2.[F:26][c:27]1[c:28]([CH2:29][NH2:30])[cH:31][cH:32][c:33]([F:35])[cH:34]1>>[C:1]12([CH2:11][C:12](=[O:13])[NH:14][c:15]3[c:16]4[c:21]([cH:22][cH:23][cH:24]3)[C:20](=[O:19])[N:30]([CH2:29][c:28]3[c:27]([F:26])[cH:34][c:33]([F:35])[cH:32][cH:31]3)[CH2:18][CH2:17]4)[CH2:2][CH:3]3[CH2:4][CH:5]([CH2:6][CH:7]([CH2:8]1)[CH2:9]3)[CH2:10]2. Starting materials: ClCCl, ClSc1cc(Cl)ccc1Cl, COC(=O)c1cc[nH]c1. The product is COC(=O)c1c[nH]c(Sc2cc(Cl)ccc2Cl)c1. RXN SMILES: [CH2:20]([Cl:21])[Cl:22].[Cl:10][c:11]1[c:12]([S:18][Cl:19])[cH:13][c:14]([Cl:17])[cH:15][cH:16]1.[nH:1]1[cH:2][c:3]([C:6](=[O:7])[O:8][CH3:9])[cH:4][cH:5]1>>[nH:1]1[cH:2][c:3]([C:6](=[O:7])[O:8][CH3:9])[cH:4][c:5]1[S:18][c:12]1[c:11]([Cl:10])[cH:16][cH:15][c:14]([Cl:17])[cH:13]1. Reactants: crude product, CCOCC (ether), CC1C2CC(C(/C=C/C=C(/CC3=CC(=C(C(=C3)OC)Cl)N(C(=O)CC(C4(C1O4)C)O)C)\C)OC)(NC(=O)O2)O (maytansinol), C1(CCCCC1)C(=O)O (cyclohexanecarboxylic acid), C1(CCCCC1)N=C=NC1CCCCC1 (dicyclohexylcarbodiimide). The reagents and catalysts are CN(C1=CC=NC=C1)C (p-dimethylaminopyridine). Solvent: C(C)(=O)OCC (ethyl acetate), ClCCl (dichloromethane). Yields the product CC1C2CC(C(/C=C/C=C(/CC3=CC(=C(C(=C3)OC)Cl)N(C(=O)CC(C4(C1O4)C)O)C)\C)OC)(NC(=O)O2)O.C1CC(CCC1)C(=O)[O-] (maytansinol 3-cyclohexanecarboxylate). Isolated yield 19.2%. As a reaction SMILES: [CH3:1][CH:2]1[CH:27]2[O:28][C:26]2([CH3:29])[CH:25]([OH:30])[CH2:24][C:22](=[O:23])[N:21]([CH3:31])[C:14]2=[C:15]([Cl:20])[C:16]([O:18][CH3:19])=[CH:17][C:12](=[CH:13]2)[CH2:11][C:10]([CH3:32])=[CH:9][CH:8]=[CH:7][CH:6]([O:33][CH3:34])[C:5]2([OH:39])[NH:35][C:36]([O:38][CH:3]1[CH2:4]2)=[O:37].[CH:40]1([C:46]([OH:48])=[O:47])[CH2:45][CH2:44][CH2:43][CH2:42][CH2:41]1.C1(N=C=NC2CCCCC2)CCCCC1.CCOCC>ClCCl.CN(C)C1C=CN=CC=1.C(OCC)(=O)C>[CH3:1][CH:2]1[CH:27]2[O:28][C:26]2([CH3:29])[CH:25]([OH:30])[CH2:24][C:22](=[O:23])[N:21]([CH3:31])[C:14]2=[C:15]([Cl:20])[C:16]([O:18][CH3:19])=[CH:17][C:12](=[CH:13]2)[CH2:11][C:10]([CH3:32])=[CH:9][CH:8]=[CH:7][CH:6]([O:33][CH3:34])[C:5]2([OH:39])[NH:35][C:36]([O:38][CH:3]1[CH2:4]2)=[O:37].[CH2:42]1[CH2:43][CH2:44][CH2:45][CH:40]([C:46]([O-:48])=[O:47])[CH2:41]1 |f:7.8|. Procedure: To a mixed solution of maytansinol (103.2 mg, 0.183 mmoles) and cyclohexanecarboxylic acid (140 mg, 1.094 mmoles) in 5 ml of dry dichloromethane is added dicyclohexylcarbodiimide (DCC) (267 mg, 1.296 mmoles), and after stirring at a room temperature for a short while until insolubles begin to separate out, p-dimethylaminopyridine (DMAP) (50.8 mg, 0.416 mmoles) is added. The mixture is stirred at a room temperature overnight. Then, the insolubles are filtered off, and the filtrate is washed with ... Starting materials: CC1=CC=CC=C1[P+](C2=CC=CC=C2)(C3=CC=CC=C3)OC(=O)C (methyl(triphenylphosphoranylidene) acetate), O=C1N(C(C=2NC(=NC2N1CCC)C12CCC(CC1)(CC2)C=O)=O)CCC (4-(2,6-Dioxo-1,3-dipropyl-2,3,6,7-tetrahydro-1H-purin-8-yl)-bicyclo[2.2.2]octane-1-carbaldehyde), O1CCCC1 (tetrahydrofuran), aldehyde. Reaction conditions: temperature 70 celsius. Yields the product COC(C=C[C@@]12CC[C@](CC1)(CC2)C2=NC=1N(C(N(C(C1N2)=O)CCC)=O)CCC)=O (trans-3-[4-(2,6-Dioxo-1,3-dipropyl-2,3,6,7-tetrahydro-1H-purin-8-yl)-bicyclo[2.2.2]oct-1-yl]acrylic acid methyl ester). RXN SMILES: [O:1]=[C:2]1[N:10]([CH2:11][CH2:12][CH3:13])[C:9]2[N:8]=[C:7]([C:14]34[CH2:21][CH2:20][C:17](C=O)([CH2:18][CH2:19]3)[CH2:16][CH2:15]4)[NH:6][C:5]=2[C:4](=[O:24])[N:3]1[CH2:25][CH2:26][CH3:27].CC1C([P+]([O:48]C(C)=O)(C2C=CC=CC=2)C2C=CC=CC=2)=CC=CC=1.[O:52]1[CH2:56][CH2:55][CH2:54][CH2:53]1>>[CH3:53][O:52][C:56](=[O:48])[CH:55]=[CH:54][C@:17]12[CH2:20][CH2:21][C@@:14]([C:7]3[NH:6][C:5]4[C:4](=[O:24])[N:3]([CH2:25][CH2:26][CH3:27])[C:2](=[O:1])[N:10]([CH2:11][CH2:12][CH3:13])[C:9]=4[N:8]=3)([CH2:19][CH2:18]1)[CH2:15][CH2:16]2. Procedure details: 4-(2,6-Dioxo-1,3-dipropyl-2,3,6,7-tetrahydro-1H-purin-8-yl)-bicyclo[2.2.2]octane-1-carbaldehyde (XI, Example 87a, 1 wt) and tetrahydrofuran (16.5 vol) are mixed under nitrogen and methyl(triphenylphosphoranylidene) acetate (1.85 wt) is added. The reaction mixture is heated to 65 to 75° C. and the reaction mixture stirred at this temperature until the starting aldehyde has been consumed as determined by NMR. The mixture is cooled to 35 to 40° C. and a solution of lithium hydroxide (0.45 wt) in wa... The reactants are ClC1=CC=C(CC=2N=C(C3=C(N2)OC(=N3)C3=CC(=C(OCC(=O)O)C(=C3)C)C)CC(C)C)C=C1 ({4-[5-(4-chlorobenzyl)-7-isobutyloxazolo[5,4-d]pyrimidin-2-yl]-2,6-dimethylphenoxy}acetic acid). Reagents/catalysts: [Pd] (palladium on carbon), [Pd] (palladium on carbon). Yields the product C(C1=CC=CC=C1)C=1N=C(C2=C(N1)OC(=N2)C2=CC(=C(OCC(=O)O)C(=C2)C)C)CC(C)C ([4-(5-Benzyl-7-isobutyloxazolo[5,4-d]pyrimidin-2-yl)-2,6-dimethylphenoxy]acetic acid). RXN SMILES: Cl[C:2]1[CH:34]=[CH:33][C:5]([CH2:6][C:7]2[N:8]=[C:9]([CH2:29][CH:30]([CH3:32])[CH3:31])[C:10]3[N:15]=[C:14]([C:16]4[CH:26]=[C:25]([CH3:27])[C:19]([O:20][CH2:21][C:22]([OH:24])=[O:23])=[C:18]([CH3:28])[CH:17]=4)[O:13][C:11]=3[N:12]=2)=[CH:4][CH:3]=1>[Pd]>[CH2:6]([C:7]1[N:8]=[C:9]([CH2:29][CH:30]([CH3:32])[CH3:31])[C:10]2[N:15]=[C:14]([C:16]3[CH:26]=[C:25]([CH3:27])[C:19]([O:20][CH2:21][C:22]([OH:24])=[O:23])=[C:18]([CH3:28])[CH:17]=3)[O:13][C:11]=2[N:12]=1)[C:5]1[CH:4]=[CH:3][CH:2]=[CH:34][CH:33]=1. Reported procedure: 10 mg of palladium on carbon (10%) were added to a solution of 50 mg of {4-[5-(4-chlorobenzyl)-7-isobutyloxazolo[5,4-d]pyrimidin-2-yl]-2,6-dimethylphenoxy}acetic acid, and the mixture was hydrogenated at 5 bar overnight. Three times, another 10 mg of palladium on carbon (10%) were added and the mixture was in each case hydrogenated for a day. For work-up, the catalyst was filtered off through Celite and the solution obtained was concentrated. The residue was purified by HPLC. This gave 7 mg (18%... Starting materials: BrC(Br)(Br)Br, COC(=O)c1cc(Cl)nc(-c2ccc(CO)cc2)c1, ClCCl, c1ccc(P(c2ccccc2)c2ccccc2)cc1. Yields the product COC(=O)c1cc(Cl)nc(-c2ccc(CBr)cc2)c1. As a reaction SMILES: [C:39]([Br:40])([Br:41])([Br:42])[Br:43].[Cl:1][c:2]1[cH:3][c:4]([C:5](=[O:6])[O:7][CH3:8])[cH:9][c:10](-[c:12]2[cH:13][cH:14][c:15]([CH2:18][OH:19])[cH:16][cH:17]2)[n:11]1.[Cl:44][CH2:45][Cl:46].[c:20]1([P:21]([c:22]2[cH:23][cH:24][cH:25][cH:26][cH:27]2)[c:28]2[cH:29][cH:30][cH:31][cH:32][cH:33]2)[cH:34][cH:35][cH:36][cH:37][cH:38]1>>[Cl:1][c:2]1[cH:3][c:4]([C:5](=[O:6])[O:7][CH3:8])[cH:9][c:10](-[c:12]2[cH:13][cH:14][c:15]([CH2:18][Br:40])[cH:16][cH:17]2)[n:11]1. Starting materials: O (water), BrC1=CC(=C(C=C1)N(CCCCCCC(=O)O)CC1=CC=C(C=C1)OC)C=O (7-((4-bromo-2-formylphenyl)(4-methoxybenzyl)amino)heptanoic acid), C([O-])([O-])=O.[K+].[K+] (potassium carbonate), IC (iodomethane). Solvent: CN(C)C=O (DMF), CN(C)C=O (DMF). Reaction conditions: time 2 hour. Yields the product BrC1=CC(=C(C=C1)N(CCCCCCC(=O)OC)CC1=CC=C(C=C1)OC)C=O (methyl 7-((4-bromo-2-formylphenyl)(4-methoxybenzyl)amino)heptanoate). The yield is 96.5%. Reaction SMILES: [Br:1][C:2]1[CH:7]=[CH:6][C:5]([N:8]([CH2:18][C:19]2[CH:24]=[CH:23][C:22]([O:25][CH3:26])=[CH:21][CH:20]=2)[CH2:9][CH2:10][CH2:11][CH2:12][CH2:13][CH2:14][C:15]([OH:17])=[O:16])=[C:4]([CH:27]=[O:28])[CH:3]=1.[C:29](=O)([O-])[O-].[K+].[K+].IC.O>CN(C=O)C>[Br:1][C:2]1[CH:7]=[CH:6][C:5]([N:8]([CH2:18][C:19]2[CH:20]=[CH:21][C:22]([O:25][CH3:26])=[CH:23][CH:24]=2)[CH2:9][CH2:10][CH2:11][CH2:12][CH2:13][CH2:14][C:15]([O:17][CH3:29])=[O:16])=[C:4]([CH:27]=[O:28])[CH:3]=1 |f:1.2.3|. Procedure details: To a solution of 7-((4-bromo-2-formylphenyl)(4-methoxybenzyl)amino)heptanoic acid (41.0 g) and potassium carbonate (15.2 g) in DMF (400 ml) was added dropwise a DMF (100 ml) solution of iodomethane (18.2 g) under nitrogen atmosphere at 0° C. After returning to room temperature, the reaction mixture was stirred for 2 hours, water was added thereto and the mixture was extracted with ethyl acetate. The organic layer was washed with water five times and with saturated brine once, and dried with magn... Reaction SMILES: [Al+3:17].[CH3:1][O:2][c:3]1[c:4]([CH:5]=[O:6])[cH:7][c:8]([O:12][CH3:13])[c:9]([CH3:11])[cH:10]1.[CH3:20][C:21]#[N:22].[Cl-:16].[Cl-:18].[Cl-:19].[I-:15].[Na+:14]>>[OH:2][c:3]1[c:4]([CH:5]=[O:6])[cH:7][c:8]([O:12][CH3:13])[c:9]([CH3:11])[cH:10]1. The reactants are [Al+3], COc1cc(C=O)c(OC)cc1C, CC#N, [Cl-], [Cl-], [Cl-], [I-], [Na+]. The product is COc1cc(C=O)c(O)cc1C. The reactants are Cn1nc(C(C)(C)C)cc1NC(=O)Nc1ccc(CN2CCNCC2)cc1, ClCCl, CCN(C(C)C)C(C)C, Cl, Cl, On1nnc2ccccc21, O=C(O)c1ccncc1. The product is Cn1nc(C(C)(C)C)cc1NC(=O)Nc1ccc(CN2CCN(C(=O)c3ccncc3)CC2)cc1. RXN SMILES: [C:3]([CH3:4])([CH3:5])([CH3:6])[c:7]1[cH:8][c:9]([NH:13][C:14](=[O:15])[NH:16][c:17]2[cH:18][cH:19][c:20]([CH2:23][N:24]3[CH2:25][CH2:26][NH:27][CH2:28][CH2:29]3)[cH:21][cH:22]2)[n:10]([CH3:12])[n:11]1.[CH2:58]([Cl:59])[Cl:60].[CH:30]([N:31]([CH2:32][CH3:33])[CH:34]([CH3:35])[CH3:36])([CH3:37])[CH3:38].[ClH:1].[ClH:2].[OH:39][n:40]1[c:41]2[c:42]([cH:43][cH:44][cH:45][cH:46]2)[n:47][n:48]1.[OH:49][C:50](=[O:51])[c:52]1[cH:53][cH:54][n:55][cH:56][cH:57]1>>[C:3]([CH3:4])([CH3:5])([CH3:6])[c:7]1[cH:8][c:9]([NH:13][C:14](=[O:15])[NH:16][c:17]2[cH:18][cH:19][c:20]([CH2:23][N:24]3[CH2:25][CH2:26][N:27]([C:50](=[O:49])[c:52]4[cH:53][cH:54][n:55][cH:56][cH:57]4)[CH2:28][CH2:29]3)[cH:21][cH:22]2)[n:10]([CH3:12])[n:11]1.